From a dataset of the Open Reaction Database (ORD), a public repository of structured organic reaction records. describe an organic reaction: reactants, conditions, products, and yield Reactants: CCOC(=O)CC1CCn2c1nc1cc(OCc3ccc(C4CCCC4)c(C(F)(F)F)c3)ccc12, Cl, [Li+], C1COCCO1, [OH-]. Yields the product O=C(O)CC1CCn2c1nc1cc(OCc3ccc(C4CCCC4)c(C(F)(F)F)c3)ccc12. As a reaction SMILES: [CH:1]1([c:6]2[c:7]([C:32]([F:33])([F:34])[F:35])[cH:8][c:9]([CH2:10][O:11][c:12]3[cH:13][cH:14][c:15]4[c:16]([n:17][c:18]5[n:19]4[CH2:20][CH2:21][CH:22]5[CH2:23][C:24](=[O:25])[O:26][CH2:27][CH3:28])[cH:29]3)[cH:30][cH:31]2)[CH2:2][CH2:3][CH2:4][CH2:5]1.[ClH:38].[Li+:36].[O:39]1[CH2:40][CH2:41][O:42][CH2:43][CH2:44]1.[OH-:37]>>[CH:1]1([c:6]2[c:7]([C:32]([F:33])([F:34])[F:35])[cH:8][c:9]([CH2:10][O:11][c:12]3[cH:13][cH:14][c:15]4[c:16]([n:17][c:18]5[n:19]4[CH2:20][CH2:21][CH:22]5[CH2:23][C:24](=[O:25])[OH:26])[cH:29]3)[cH:30][cH:31]2)[CH2:2][CH2:3][CH2:4][CH2:5]1. Reactants: C(C)(=O)NC#N.[Na] (sodium acetylcyanamide), ClCCCCCCCl (1,6-dichlorohexane). Run in CN(C=O)C (dimethylformamide). Product: C(C)(=O)N(C#N)CCCCCCN(C(C)=O)C#N (1,6-Bis-(N-acetyl-N-cyanoamino)-hexane). RXN SMILES: [C:1]([NH:4][C:5]#[N:6])(=[O:3])[CH3:2].[Na].Cl[CH2:9][CH2:10][CH2:11][CH2:12][CH2:13][CH2:14]Cl>CN(C)C=O>[C:1]([N:4]([CH2:9][CH2:10][CH2:11][CH2:12][CH2:13][CH2:14][N:4]([C:5]#[N:6])[C:1](=[O:3])[CH3:2])[C:5]#[N:6])(=[O:3])[CH3:2] |f:0.1,^1:6|. Reported procedure: 106.1 g (1.0 mol) of sodium acetylcyanamide and 77.5 g (0.5 mol) of 1,6-dichlorohexane are reacted in 750 ml of dimethylformamide at 146°-147° C. for 8 hours, the mixture is then filtered with suction and the filtrate is concentrated on a rotary evaporator at 80° C. in vacuo. 125 g (99.9% of theory) of a crude product, which is recrystallised from a mixture of acetone/diisopropyl ether (3:5), are obtained. The yield of pure substance is 58.8 g (46.9% of theory) and the product has a melting poin... Reactants: FC1=CC=C(C=C1)N1N=CC(=C1C)C(=O)OCC (ethyl 1-(4-fluorophenyl)-5-methylpyrazole-4-carboxylate), [OH-].[Na+] (sodium hydroxide), O (water). The solvent is C(C)O (ethanol), C(C)O (ethanol). Product: FC1=CC=C(C=C1)N1N=CC(=C1C)C(=O)O (1-(4-Fluorophenyl)-5-methylpyrazole-4-carboxylic acid). Isolated yield 78.3%. Procedure details: Then, ethyl 1-(4-fluorophenyl)-5-methylpyrazole-4-carboxylate (17.7 g) and sodium hydroxide (3.5 g) were added to a mixed solvent of ethanol (80 ml)-water (80 ml), and the mixture was stirred at a refluxing temperature for 2 h. After the reaction, ethanol was evaporated and dilute hydrochloric acid was added. The mixture was extracted with ethyl acetate. The organic layer was dried over anhydrous magnesium sulfate, and the solvent was evaporated. The residue was recrystallized from ethyl acetate... Run at time 2 hour. As a reaction SMILES: [F:1][C:2]1[CH:7]=[CH:6][C:5]([N:8]2[C:12]([CH3:13])=[C:11]([C:14]([O:16]CC)=[O:15])[CH:10]=[N:9]2)=[CH:4][CH:3]=1.[OH-].[Na+].O>C(O)C>[F:1][C:2]1[CH:3]=[CH:4][C:5]([N:8]2[C:12]([CH3:13])=[C:11]([C:14]([OH:16])=[O:15])[CH:10]=[N:9]2)=[CH:6][CH:7]=1 |f:1.2|. Reactants: CC1=C(CCl)C=C(C=C1)C (2,5-dimethylbenzyl chloride), C(CC(O)(C(=O)O)CC(=O)O)(=O)O (citric acid), C(CCC)N1CC2CNCC(C1)C2(C)C (3-n-butyl-9,9-dimethyl-3, 7-diazabicyclo[3,3,1]nonane), [NH2-].[Li+] (lithium amide), C(CC(O)(C(=O)O)CC(=O)O)(=O)O (citric acid). Run in CN(C=O)C (dimethyl formamide), CN(C=O)C (dimethyl formamide). Reaction conditions: temperature 60 celsius, time 4 hour. The product is C(CCC)N1CC2CN(CC(C1)C2(C)C)CC2=C(C=CC(=C2)C)C (3-butyl-7-(2,5-dimethylbenzyl)-9, 9-dimethyl-3,7-diazabicyclo[3,3,1]nonane). As a reaction SMILES: [CH2:1]([N:5]1[CH2:12][CH:11]2[C:13]([CH3:15])([CH3:14])[CH:7]([CH2:8][NH:9][CH2:10]2)[CH2:6]1)[CH2:2][CH2:3][CH3:4].[NH2-].[Li+].[CH3:18][C:19]1[CH:26]=[CH:25][C:24]([CH3:27])=[CH:23][C:20]=1[CH2:21]Cl.C(O)(=O)CC(CC(O)=O)(C(O)=O)O>CN(C)C=O>[CH2:1]([N:5]1[CH2:6][CH:7]2[C:13]([CH3:14])([CH3:15])[CH:11]([CH2:10][N:9]([CH2:21][C:20]3[CH:23]=[C:24]([CH3:27])[CH:25]=[CH:26][C:19]=3[CH3:18])[CH2:8]2)[CH2:12]1)[CH2:2][CH2:3][CH3:4] |f:1.2|. Procedure: 3.5 g 3-n-butyl-9,9-dimethyl-3, 7-diazabicyclo[3,3,1]nonane were dissolved in 25 ml of dimethyl formamide, and 0.8 g of lithium amide was added to the solution. The reaction mixture was then maintained at a temperature of 60° C. for 1 hour and subsequently allowed to cool. After cooling, a solution of 5.6 g of 2,5-dimethylbenzyl chloride in 10 ml of dimethyl formamide was added dropwise, and the reaction mixture was stirred for a further 4 hours at 80° C. Then aqueous citric acid solution was ad...